Dataset: the Open Reaction Database (ORD), a public repository of structured organic reaction records. Task: describe an organic reaction: reactants, conditions, products, and yield The reactants are ClCC=1SC2=NC=CC=C2N1 (2-(chloromethyl)[1,3]thiazolo[5,4-b]pyridine), CC(OCC)=O (EA), FC1=C(C=CC=C1)N1CCNCC1 (1-(2-fluorophenyl)piperazine), D1. The product is FC1=C(C=CC=C1)N1CCN(CC1)CC=1SC2=NC=CC=C2N1 (2-{[4-(2-fluorophenyl)-1-piperazinyl]methyl}[1,3]thiazolo[5,4-b]pyridine). As a reaction SMILES: Cl[CH2:2][C:3]1[S:4][C:5]2[C:10]([N:11]=1)=[CH:9][CH:8]=[CH:7][N:6]=2.[F:12][C:13]1[CH:18]=[CH:17][CH:16]=[CH:15][C:14]=1[N:19]1[CH2:24][CH2:23][NH:22][CH2:21][CH2:20]1.CC(=O)OCC>>[F:12][C:13]1[CH:18]=[CH:17][CH:16]=[CH:15][C:14]=1[N:19]1[CH2:24][CH2:23][N:22]([CH2:2][C:3]2[S:4][C:5]3[C:10]([N:11]=2)=[CH:9][CH:8]=[CH:7][N:6]=3)[CH2:21][CH2:20]1. Procedure: The product from Example 38A (200 mg, 1.1 mmol), 1-(2-fluorophenyl)piperazine (215 mg, 1.2 mmol), and D1 EA (380 μL, 2.2 mmol) were processed as described in Example 38B to provide the title compound. 1H NMR (300 MHz, DMSO-d6) δ 2.77 (m, 4H) 3.10 (m, 4H) 4.06 (s, 2H) 7.08 (m, 4H) 7.56 (dd, J=8.14, 4.75 Hz, 1H) 8.33 (dd, J=8.31, 1.53 Hz, 1H) 8.59 (dd, J=4.58, 1.53 Hz, 1H); (ESI) m/z 329 (M+H)+. Yields the product O=Cc1cc2n(n1)CCN(C(=O)OCc1ccc([N+](=O)[O-])cc1)C2. Reactants: O=C(OCc1ccc([N+](=O)[O-])cc1)N1CCn2nc(CO)cc2C1, O=[Mn]=O. Reaction SMILES: [N+:1](=[O:2])([O-:3])[c:4]1[cH:5][cH:6][c:7]([CH2:8][O:9][C:10](=[O:11])[N:12]2[CH2:13][c:14]3[n:15]([n:18][c:19]([CH2:21][OH:22])[cH:20]3)[CH2:16][CH2:17]2)[cH:23][cH:24]1.[O:25]=[Mn:26]=[O:27]>>[N+:1](=[O:2])([O-:3])[c:4]1[cH:5][cH:6][c:7]([CH2:8][O:9][C:10](=[O:11])[N:12]2[CH2:13][c:14]3[n:15]([n:18][c:19]([CH:21]=[O:22])[cH:20]3)[CH2:16][CH2:17]2)[cH:23][cH:24]1. Starting materials: BrC1=CC=C(CC=2SC(=C(C2C(=O)C2=CC(=C(C=C2)O)C2CCCC2)C)C)C=C1 ([2-(4-bromobenzyl)-4,5-dimethyl-thiophen-3-yl]-(3-cyclopentyl-4-hydroxy-phenyl)-methanone), ClS(=O)(=O)C1=CC(=C(C(=O)O)C=C1)O (4-chlorosulphonyl-2-hydroxybenzoic acid). Product: BrC1=CC=C(CC=2SC(=C(C2C(=O)C2=CC(=C(OS(=O)(=O)C3=CC(=C(C(=O)O)C=C3)O)C=C2)C2CCCC2)C)C)C=C1 (4-{4-[2-(4-Bromo-benzyl)-4,5-dimethyl-thiophene-3-carbonyl]-2-cyclopentyl-phenoxysulfonyl}-2-hydroxy-benzoic acid). The yield is 38.3%. Reaction SMILES: [Br:1][C:2]1[CH:29]=[CH:28][C:5]([CH2:6][C:7]2[S:8][C:9]([CH3:27])=[C:10]([CH3:26])[C:11]=2[C:12]([C:14]2[CH:19]=[CH:18][C:17]([OH:20])=[C:16]([CH:21]3[CH2:25][CH2:24][CH2:23][CH2:22]3)[CH:15]=2)=[O:13])=[CH:4][CH:3]=1.Cl[S:31]([C:34]1[CH:42]=[CH:41][C:37]([C:38]([OH:40])=[O:39])=[C:36]([OH:43])[CH:35]=1)(=[O:33])=[O:32]>>[Br:1][C:2]1[CH:29]=[CH:28][C:5]([CH2:6][C:7]2[S:8][C:9]([CH3:27])=[C:10]([CH3:26])[C:11]=2[C:12]([C:14]2[CH:19]=[CH:18][C:17]([O:20][S:31]([C:34]3[CH:42]=[CH:41][C:37]([C:38]([OH:40])=[O:39])=[C:36]([OH:43])[CH:35]=3)(=[O:33])=[O:32])=[C:16]([CH:21]3[CH2:25][CH2:24][CH2:23][CH2:22]3)[CH:15]=2)=[O:13])=[CH:4][CH:3]=1. Procedure: The title compound was prepared according to the procedure in Example 4 using [2-(4-bromobenzyl)-4,5-dimethyl-thiophen-3-yl]-(3-cyclopentyl-4-hydroxy-phenyl)-methanone (1.01 g, 2.14 mmol) and 4-chlorosulphonyl-2-hydroxybenzoic acid (1.01 g, 4.29 mmol). Purification on 2% H3PO4/MeOH treated silica gel, eluting with a 15 & 25% EtOAc/hexane step gradient followed by crystallization from ether/pet ether gave 0.549 g (38%) of the title compound as a tan solid, mp 165-170° C. 1H NMR (DMSO-d6) δ1.22-1.... The reactants are [N+](=O)([O-])C1=C(C(=O)O)C=CC=C1 (2-nitrobenzoic acid), CN(C=O)C (dimethylformamide), C(C(=O)Cl)(=O)Cl (oxalyl dichloride). Run in C(Cl)Cl (DCM). Reaction conditions: time 1 hour. The product is [N+](=O)([O-])C1=C(C(=O)Cl)C=CC=C1 (2-Nitrobenzoyl chloride). The yield is 101.3%. Reaction SMILES: [N+:1]([C:4]1[CH:12]=[CH:11][CH:10]=[CH:9][C:5]=1[C:6](O)=[O:7])([O-:3])=[O:2].CN(C)C=O.C(Cl)(=O)C([Cl:21])=O>C(Cl)Cl>[N+:1]([C:4]1[CH:12]=[CH:11][CH:10]=[CH:9][C:5]=1[C:6]([Cl:21])=[O:7])([O-:3])=[O:2]. Reported procedure: To the suspension of 2-nitrobenzoic acid (200 g) and a catalytic amount of dimethylformamide (DMF; 5 mL) in DCM (2.5 L) was added oxalyl dichloride (304 g) dropwise at room temperature over a 30 minute interval. After the addition, the reaction was continued stirring for approximately 1 hour at room temperature and the suspension turned into a clear solution. The completion of the reaction was monitored by TLC (generally ˜1 hour). The reaction mixture was then concentrated at 35° C. to dryness t... Starting materials: ClC=1C=C2CC(N(C2=CC1)C(=O)N)=O (5-chloro-2-oxindole-1-carboxamide), C(C)(=O)C=1C=C(SC1)C(=O)O (4-acetyl-2-thiophenecarboxylic acid), Cl (hydrochloric acid), C(=O)(N1C=NC=C1)N1C=NC=C1 (1,1'-carbonyldiimidazole). The reagents and catalysts are CN(C)C1=CC=NC=C1 (4-(N,N-dimethylamino)pyridine). Solvent: CN(C=O)C (N,N-dimethylformamide), CN(C=O)C (N,N-dimethylformamide). The product is ClC=1C=C2C(C(N(C2=CC1)C(=O)N)=O)C(C1=CC(=CS1)C(C)=O)=O (5-chloro-3-(4-acetyl-2-thenoyl)-2-oxindole-1-carboxamide). The yield is 22.0%. As a reaction SMILES: [C:1]([C:4]1[CH:5]=[C:6]([C:9]([OH:11])=O)[S:7][CH:8]=1)(=[O:3])[CH3:2].C(N1C=CN=C1)(N1C=CN=C1)=O.[Cl:24][C:25]1[CH:26]=[C:27]2[C:31](=[CH:32][CH:33]=1)[N:30]([C:34]([NH2:36])=[O:35])[C:29](=[O:37])[CH2:28]2.Cl>CN(C)C=O.CN(C1C=CN=CC=1)C>[Cl:24][C:25]1[CH:26]=[C:27]2[C:31](=[CH:32][CH:33]=1)[N:30]([C:34]([NH2:36])=[O:35])[C:29](=[O:37])[CH:28]2[C:9](=[O:11])[C:6]1[S:7][CH:8]=[C:4]([C:1](=[O:3])[CH3:2])[CH:5]=1. Reported procedure: A 0.78 g (4.59 mmoles) sample of 4-acetyl-2-thiophenecarboxylic acid (prepared according to Satonaka, H., Bull. Chem. Soc. Japan 56:2463 (1983)) was combined with 0.95 g (5.85 mmoles) of 1,1'-carbonyldiimidazole in 10 ml of N,N-dimethylformamide and stirred at room temperature under argon atmosphere. After two hours the reaction contents were transferred to an addition funnel and slowly added to a slurry of 0.88 g (4.18 mmoles) of 5-chloro-2-oxindole-1-carboxamide and 1.38 g (11.28 mmoles) of 4-... Reaction SMILES: [NH2:1][CH2:2][CH2:3][C:4]1[C:12]2[C:7](=[CH:8][CH:9]=[CH:10][CH:11]=2)[NH:6][CH:5]=1.C([N:16]1[C:20](=[O:21])[C:19]2=[CH:22][CH:23]=[CH:24][CH:25]=[C:18]2[C:17]1=[O:26])(O)=O>O1CCCC1>[C:20]1(=[O:21])[N:16]([NH:1][CH2:2][CH2:3][C:4]2[C:12]3[C:7](=[CH:8][CH:9]=[CH:10][CH:11]=3)[NH:6][CH:5]=2)[C:17](=[O:26])[C:18]2=[CH:25][CH:24]=[CH:23][CH:22]=[C:19]12. Reported procedure: As shown in reaction Scheme A, treatment of tryptamine (1) with N-carboxyphthalimide in an inert organic solvent such as tetrahydrofuran at a temperature of 20-65° C., preferably 65° C., for a period of 12-48 hours gives the corresponding N-phthalimidotryptamine derivative (2). The N-phthalimidotryptamine (2) could be further modified by treatment with a brominating agent such as pyridinium hydrobromide perbromide, pyrrolidone hydrotribromide, or the like in an inert organic solvent such as tetr... Yields the product C1(C=2C(C(N1NCCC1=CNC3=CC=CC=C13)=O)=CC=CC2)=O (N-phthalimidotryptamine). Run in O1CCCC1 (tetrahydrofuran). Starting materials: NCCC1=CNC2=CC=CC=C12 (tryptamine), C(=O)(O)N1C(C=2C(C1=O)=CC=CC2)=O (N-carboxyphthalimide). Starting materials: O=C([O-])[O-], C1COCCN1, CC#N, CCCC(NC(=O)Cc1cc(F)cc(F)c1)C(=O)Nc1cn(CCOS(C)(=O)=O)cn1, [K+], [K+]. Yields the product CCCC(NC(=O)Cc1cc(F)cc(F)c1)C(=O)Nc1cn(CCN2CCOCC2)cn1. As a reaction SMILES: [C:32](=[O:33])([O-:34])[O-:35].[CH2:38]1[CH2:39][O:40][CH2:41][CH2:42][NH:43]1.[CH3:44][C:45]#[N:46].[F:1][c:2]1[cH:3][c:4]([CH2:9][C:10](=[O:11])[NH:12][CH:13]([C:14](=[O:15])[NH:16][c:17]2[n:18][cH:19][n:20]([CH2:22][CH2:23][O:24][S:25]([CH3:26])(=[O:27])=[O:28])[cH:21]2)[CH2:29][CH2:30][CH3:31])[cH:5][c:6]([F:8])[cH:7]1.[K+:36].[K+:37]>>[F:1][c:2]1[cH:3][c:4]([CH2:9][C:10](=[O:11])[NH:12][CH:13]([C:14](=[O:15])[NH:16][c:17]2[n:18][cH:19][n:20]([CH2:22][CH2:23][N:43]3[CH2:38][CH2:39][O:40][CH2:41][CH2:42]3)[cH:21]2)[CH2:29][CH2:30][CH3:31])[cH:5][c:6]([F:8])[cH:7]1. RXN SMILES: [B-:18]([F:19])([F:20])([F:21])[F:22].[CH3:1][c:2]1[cH:3][c:4]([C:5](=[O:6])[OH:7])[cH:8][cH:9][c:10]1[C:11](=[O:12])[N:13]1[CH2:14][CH2:15][CH2:16][CH2:17]1.[CH3:66][N:67]([CH3:68])[CH:69]=[O:70].[CH3:71][OH:72].[CH:40]([N:41]([CH:42]([CH3:43])[CH3:44])[CH2:45][CH3:46])([CH3:47])[CH3:48].[Cl:65].[Cl:73][CH2:74][Cl:75].[NH2:49][CH:50]([CH2:51][C:52](=[O:53])[NH2:54])[c:55]1[n:56][c:57]2[c:58]([nH:59]1)[cH:60][cH:61][c:62]([Cl:64])[cH:63]2.[n:23]1([O:24][C:25]([N:26]([CH3:27])[CH3:28])=[N+:29]([CH3:30])[CH3:31])[c:32]2[cH:33][cH:34][cH:35][cH:36][c:37]2[n:38][n:39]1>>[CH3:1][c:2]1[cH:3][c:4]([C:5](=[O:7])[NH:49][CH:50]([CH2:51][C:52](=[O:53])[NH2:54])[c:55]2[n:56][c:57]3[c:58]([nH:59]2)[cH:60][cH:61][c:62]([Cl:64])[cH:63]3)[cH:8][cH:9][c:10]1[C:11](=[O:12])[N:13]1[CH2:14][CH2:15][CH2:16][CH2:17]1. Product: Cc1cc(C(=O)NC(CC(N)=O)c2nc3cc(Cl)ccc3[nH]2)ccc1C(=O)N1CCCC1. The reactants are F[B-](F)(F)F, Cc1cc(C(=O)O)ccc1C(=O)N1CCCC1, CN(C)C=O, CO, CCN(C(C)C)C(C)C, Cl, ClCCl, NC(=O)CC(N)c1nc2cc(Cl)ccc2[nH]1, CN(C)C(On1nnc2ccccc21)=[N+](C)C. Starting materials: O=C([O-])[O-], CO, CC(Nc1cncc(Cl)n1)c1ccccc1, ClCCl, [Cs+], [Cs+], Nc1ccc2nc[nH]c2c1, CN(C)C=O. Product: CC(Nc1cncc(-n2cnc3ccc(N)cc32)n1)c1ccccc1. As a reaction SMILES: [C:11](=[O:12])([O-:13])[O-:14].[CH3:33][OH:34].[Cl:17][c:18]1[cH:19][n:20][cH:21][c:22]([NH:24][CH:25]([CH3:26])[c:27]2[cH:28][cH:29][cH:30][cH:31][cH:32]2)[n:23]1.[Cl:35][CH2:36][Cl:37].[Cs+:15].[Cs+:16].[NH2:1][c:2]1[cH:3][c:4]2[c:5]([n:6][cH:7][nH:8]2)[cH:9][cH:10]1.[O:38]=[CH:39][N:40]([CH3:41])[CH3:42]>>[NH2:1][c:2]1[cH:3][c:4]2[c:5]([n:6][cH:7][n:8]2-[c:18]2[cH:19][n:20][cH:21][c:22]([NH:24][CH:25]([CH3:26])[c:27]3[cH:28][cH:29][cH:30][cH:31][cH:32]3)[n:23]2)[cH:9][cH:10]1.